This data is from the Open Reaction Database (ORD), a public repository of structured organic reaction records. The task is: describe an organic reaction: reactants, conditions, products, and yield The reactants are FC(C=1C=C(N)C=C(C1)C(F)(F)F)(F)F (3,5-bis(trifluoromethyl)aniline), NC=1C=C(C(=O)NC2=CC(=C(C=C2)F)F)C=CC1OC (3-amino-N-(3,4-difluorophenyl)-4-methoxy-benzamide). The product is title compound, C(C1=CC=CC=C1)(=O)N (benzamide). Isolated yield 11.5%. Reaction SMILES: FC(F)(F)C1C=C(C=C(C(F)(F)F)C=1)N.N[C:17]1[CH:18]=[C:19]([CH:31]=[CH:32][C:33]=1OC)[C:20]([NH:22]C1C=CC(F)=C(F)C=1)=[O:21]>>[C:20]([NH2:22])(=[O:21])[C:19]1[CH:31]=[CH:32][CH:33]=[CH:17][CH:18]=1. Procedure details: The title compound was synthesized as in Example 1 using 3,5-bis(trifluoromethyl)aniline (1.3 mL, 8.2 mmol), CSI (0.85 mL, 9.8 mmol), and 3-amino-N-(3,4-difluorophenyl)-4-methoxy-benzamide (0.63 g, 2.3 mmol) to give 0.032 g of benzamide, 3-[[[[[[3,5-bis(trifluoromethyl)phenyl]amino]-carbonyl]amino]sulfonyl]amino]-N-(3,4-difluorophenyl)-4-methoxy-. Microanalysis: C23H16F8N4O5S.1.63 H2O; calculated: C=43.04; H=3.02; N=8.73. found: C=43.05; H=2.68; N=8.55. MS: M+−1=611 Da. Mp 175-178° C. Starting materials: CCO, CC(=O)[O-], Cl, NO, [Na+], O, CCN1CCC(=O)c2cccc(CSc3nc4ccccc4[nH]3)c21. Product: CCN1CCC(=NO)c2cccc(CSc3nc4ccccc4[nH]3)c21. Reaction SMILES: [CH2:34]([OH:35])[CH3:36].[CH3:29][C:30](=[O:31])[O-:32].[ClH:25].[NH2:26][OH:27].[Na+:28].[OH2:33].[n:1]1[c:2]([S:10][CH2:11][c:12]2[cH:13][cH:14][cH:15][c:16]3[c:21]2[N:20]([CH2:22][CH3:23])[CH2:19][CH2:18][C:17]3=[O:24])[nH:3][c:4]2[c:5]1[cH:6][cH:7][cH:8][cH:9]2>>[n:1]1[c:2]([S:10][CH2:11][c:12]2[cH:13][cH:14][cH:15][c:16]3[c:21]2[N:20]([CH2:22][CH3:23])[CH2:19][CH2:18][C:17]3=[N:26][OH:27])[nH:3][c:4]2[c:5]1[cH:6][cH:7][cH:8][cH:9]2. The reactants are FC1=CC=C(C=C1)CC1=CN=C2C(=C(C(N(C2=C1)CCN1C(CCCC1)=O)=O)C(=O)OCC)O (ethyl 7-[(4-fluorophenyl)methyl]-4-hydroxy-2-oxo-1-[2-(2-oxo-1-piperidinyl)ethyl]-1,2-dihydro-1,5-naphthyridine-3-carboxylate), NC[C@@H](C)O ((2R)-1-amino-2-propanol). Yields the product FC1=CC=C(C=C1)CC1=CN=C2C(=C(C(N(C2=C1)CCN1C(CCCC1)=O)=O)C(=O)NC[C@@H](C)O)O (7-[(4-fluorophenyl)methyl]-4-hydroxy-N-[(2R)-2-hydroxypropyl]-2-oxo-1-[2-(2-oxo-1-piperidinyl)ethyl]-1,2-dihydro-1,5-naphthyridine-3-carboxamide). As a reaction SMILES: [F:1][C:2]1[CH:7]=[CH:6][C:5]([CH2:8][C:9]2[CH:18]=[C:17]3[C:12]([C:13]([OH:34])=[C:14]([C:29](OCC)=[O:30])[C:15](=[O:28])[N:16]3[CH2:19][CH2:20][N:21]3[CH2:26][CH2:25][CH2:24][CH2:23][C:22]3=[O:27])=[N:11][CH:10]=2)=[CH:4][CH:3]=1.[NH2:35][CH2:36][C@H:37]([OH:39])[CH3:38]>>[F:1][C:2]1[CH:7]=[CH:6][C:5]([CH2:8][C:9]2[CH:18]=[C:17]3[C:12]([C:13]([OH:34])=[C:14]([C:29]([NH:35][CH2:36][C@H:37]([OH:39])[CH3:38])=[O:30])[C:15](=[O:28])[N:16]3[CH2:19][CH2:20][N:21]3[CH2:26][CH2:25][CH2:24][CH2:23][C:22]3=[O:27])=[N:11][CH:10]=2)=[CH:4][CH:3]=1. Reported procedure: This compound was prepared from ethyl 7-[(4-fluorophenyl)methyl]-4-hydroxy-2-oxo-1-[2-(2-oxo-1-piperidinyl)ethyl]-1,2-dihydro-1,5-naphthyridine-3-carboxylate and (2R)-1-amino-2-propanol using methods similar to Example 563 to provide an off-white solid: 1H NMR (300 MHz, DMSO-d6) δ ppm 1.10 (d, J=6.32 Hz, 3 H), 1.55-1.65 (m, 4 H), 2.04 (t, J=5.79 Hz, 2 H), 3.15-3.28 (m, 2 H), 3.40-3.53 (m, 4 H), 3.81 (br. s., 1 H), 4.16 (s, 2 H), 4.39 (t, J=6.42 Hz, 2 H), 4.95 (d, J=3.58 Hz, 1 H), 7.11-7.17 (m, 2... Starting materials: CC(CCC=O)(C)[N+](=O)[O-] (4-methyl-4-nitropentanal), N1C(=O)NC(=O)C1 (hydantoin). Product: CC(CCC=C1C(NC(N1)=O)=O)(C)[N+](=O)[O-] (5-(4-methyl-4-nitropentylidene)hydantoin). Reaction SMILES: [CH3:1][C:2]([N+:8]([O-:10])=[O:9])([CH3:7])[CH2:3][CH2:4][CH:5]=O.[NH:11]1[CH2:17][C:15](=[O:16])[NH:14][C:12]1=[O:13]>>[CH3:1][C:2]([N+:8]([O-:10])=[O:9])([CH3:7])[CH2:3][CH2:4][CH:5]=[C:17]1[NH:11][C:12](=[O:13])[NH:14][C:15]1=[O:16]. Procedure: Then, 4-methyl-4-nitropentanal and hydantoin are reacted to give 5-(4-methyl-4-nitropentylidene)hydantoin (see JP-A-11-140076). The reactants are NC1(CCC1)C1=CC=C(C=C1)C1=C(OC2=CC=C(C=C2C1=O)F)C1=CC=CC=C1 (3-[4-(1-amino-cyclobutyl)-phenyl]-6-fluoro-2-phenyl-chromen-4-one), C(C)(C)(C)OC(NC1(CCC1)C1=CC=C(C=C1)C1=C(OC2=CC(=C(C=C2C1=O)C#N)OC)C1=CC=CC=C1)=O ({1-[4-(6-cyano-7-methoxy-4-oxo-2-phenyl-4H-chromen-3-yl)-phenyl]-cyclobutyl}-carbamic acid tert-butyl ester). Yields the product NC1(CCC1)C1=CC=C(C=C1)C1=C(OC2=CC(=C(C=C2C1=O)C#N)OC)C1=CC=CC=C1 (3-[4-(1-Amino-cyclobutyl)-phenyl]-7-methoxy-4-oxo-2-phenyl-4H-chromene-6-carbonitrile). The yield is 59.6%. RXN SMILES: NC1(C2C=CC(C3C(=O)C4C(=CC=C(F)C=4)OC=3C3C=CC=CC=3)=CC=2)CCC1.C(OC(=O)[NH:36][C:37]1([C:41]2[CH:46]=[CH:45][C:44]([C:47]3[C:56](=[O:57])[C:55]4[C:50](=[CH:51][C:52]([O:60][CH3:61])=[C:53]([C:58]#[N:59])[CH:54]=4)[O:49][C:48]=3[C:62]3[CH:67]=[CH:66][CH:65]=[CH:64][CH:63]=3)=[CH:43][CH:42]=2)[CH2:40][CH2:39][CH2:38]1)(C)(C)C>>[NH2:36][C:37]1([C:41]2[CH:42]=[CH:43][C:44]([C:47]3[C:56](=[O:57])[C:55]4[C:50](=[CH:51][C:52]([O:60][CH3:61])=[C:53]([C:58]#[N:59])[CH:54]=4)[O:49][C:48]=3[C:62]3[CH:63]=[CH:64][CH:65]=[CH:66][CH:67]=3)=[CH:45][CH:46]=2)[CH2:38][CH2:39][CH2:40]1. Reported procedure: Following the procedure used to prepare 3-[4-(1-amino-cyclobutyl)-phenyl]-6-fluoro-2-phenyl-chromen-4-one, {1-[4-(6-cyano-7-methoxy-4-oxo-2-phenyl-4H-chromen-3-yl)-phenyl]-cyclobutyl}-carbamic acid tert-butyl ester (81 mg, 0.155 mmol) was reacted to give the title compound (39 mg, 60%). LCMS (Method E): RT=3.57 min, [M+H]+=423. 1H NMR (400 MHz, DMSO-d6): δ 8.36 (s, 1H), 7.53 (s, 1H), 7.41-7.26 (m, 7H), 7.09 (d, J=8.1 Hz, 2H), 4.01 (s, 3H), 2.85 (bs, 2H), 2.37-2.27 (m, 2H), 2.10-1.88 (m, 3H), 1.6... Starting materials: BrCC(=O)OCC (ethyl 2-bromoacetate), ClC1=NC(=CC2=CC=C(C=C12)Cl)N(C)C1=CC=C(C=C1)O (4-[N-(1,7-dichloroisoquinolin-3-yl)-N-methylamino]phenol), C([O-])([O-])=O.[K+].[K+] (potassium carbonate), C(C)C(=O)C (methyl ethyl ketone). Run in ClCCl (dichloromethane). Product: ClC1=NC(=CC2=CC=C(C=C12)Cl)N(C)C1=CC=C(OCC(=O)OCC)C=C1 (ethyl 2-{4-[N-(1,7-dichloroisoquinolin-3-yl)-N-methylamino]phenoxy}acetate). The yield is 102.4%. As a reaction SMILES: Br[CH2:2][C:3]([O:5][CH2:6][CH3:7])=[O:4].[Cl:8][C:9]1[C:18]2[C:13](=[CH:14][CH:15]=[C:16]([Cl:19])[CH:17]=2)[CH:12]=[C:11]([N:20]([C:22]2[CH:27]=[CH:26][C:25]([OH:28])=[CH:24][CH:23]=2)[CH3:21])[N:10]=1.C(=O)([O-])[O-].[K+].[K+].C(C(C)=O)C>ClCCl>[Cl:8][C:9]1[C:18]2[C:13](=[CH:14][CH:15]=[C:16]([Cl:19])[CH:17]=2)[CH:12]=[C:11]([N:20]([C:22]2[CH:27]=[CH:26][C:25]([O:28][CH2:2][C:3]([O:5][CH2:6][CH3:7])=[O:4])=[CH:24][CH:23]=2)[CH3:21])[N:10]=1 |f:2.3.4|. Reported procedure: A mixture of ethyl 2-bromoacetate (0.23 g), 4-[N-(1,7-dichloroisoquinolin-3-yl)-N-methylamino]phenol (0.40 g), anhydrous potassium carbonate (0.19 g) and methyl ethyl ketone was heated under reflux for 12 hrs. The mixture was cooled, diluted with dichloromethane, washed with water and dried over anhydrous magnesium sulfate. The solvent was evaporated to give an oil, which was purified by column chromatography over silica gel (eluant dichloromethane) to give ethyl 2-{4-[N-(1,7-dichloroisoquinolin... The reactants are ClC1=CC=C(C=C1)C(F)(F)F (p-chloro-α,α,α-trifluorotoluene), OC1=CC=C(OC(C(=O)N)C)C=C1 (α-(p-hydroxyphenoxy)propionamide), [OH-].[K+] (potassium hydroxide). Solvent: CS(=O)C (dimethyl sulfoxide). Run at time 5 hour. The product is FC(C1=CC=C(OC2=CC=C(OC(C(=O)N)C)C=C2)C=C1)(F)F (α-[4 -(4-Trifluoromethylphenoxy)phenoxy]propionamide). The yield is 50.0%. As a reaction SMILES: Cl[C:2]1[CH:7]=[CH:6][C:5]([C:8]([F:11])([F:10])[F:9])=[CH:4][CH:3]=1.[OH:12][C:13]1[CH:24]=[CH:23][C:16]([O:17][CH:18]([CH3:22])[C:19]([NH2:21])=[O:20])=[CH:15][CH:14]=1.[OH-].[K+]>CS(C)=O>[F:9][C:8]([F:11])([F:10])[C:5]1[CH:6]=[CH:7][C:2]([O:12][C:13]2[CH:14]=[CH:15][C:16]([O:17][CH:18]([CH3:22])[C:19]([NH2:21])=[O:20])=[CH:23][CH:24]=2)=[CH:3][CH:4]=1 |f:2.3|. Procedure: 18 g of p-chloro-α,α,α-trifluorotoluene and 18 g of α-(p-hydroxyphenoxy)propionamide were dissolved in 50 ml of dimethyl sulfoxide, and 5.6 g of potassium hydroxide was added. The reaction was performed at 130° to 150° C. for about 5 hours. After the reaction, the reaction product was purified in a customary manner to afford the final product having a melting point of 157° to 158° C. The yield was 50%. Product: CCCCCCNc1ccc(C#N)cc1. RXN SMILES: [CH2:10]([CH2:11][CH2:12][CH2:13][CH2:14][CH3:15])[NH2:16].[CH3:25][O:26][CH2:27][CH2:28][O:29][CH3:30].[Cl:1][c:2]1[cH:3][cH:4][c:5]([C:6]#[N:7])[cH:8][cH:9]1.[K+:22].[K+:23].[K+:24].[P:17]([O-:18])([O-:19])([O-:20])=[O:21]>>[c:2]1([NH:16][CH2:10][CH2:11][CH2:12][CH2:13][CH2:14][CH3:15])[cH:3][cH:4][c:5]([C:6]#[N:7])[cH:8][cH:9]1. The reactants are CCCCCCN, COCCOC, N#Cc1ccc(Cl)cc1, [K+], [K+], [K+], O=P([O-])([O-])[O-]. Starting materials: BrC1=CC(=C(C=C1)CO)[N+](=O)[O-] ((4-bromo-2-nitro-phenyl)-methanol), [Cl-].[NH4+] (ammonium chloride), C(C)O (ethanol). The reagents and catalysts are [Fe] (iron). The solvent is O (water). Conditions: temperature 75 celsius. Yields the product NC1=C(C=CC(=C1)Br)CO ((2-amino-4-bromo-phenyl)-methanol). Yield: 95.0%. Reaction SMILES: [Br:1][C:2]1[CH:7]=[CH:6][C:5]([CH2:8][OH:9])=[C:4]([N+:10]([O-])=O)[CH:3]=1.[Cl-].[NH4+].C(O)C>[Fe].O>[NH2:10][C:4]1[CH:3]=[C:2]([Br:1])[CH:7]=[CH:6][C:5]=1[CH2:8][OH:9] |f:1.2|. Reported procedure: A mixture of (4-bromo-2-nitro-phenyl)-methanol (1.85 g, 7.97 mmol), iron powder (2.23 g, 39.9 mmol), ammonium chloride (213 mg, 3.99 mmol), ethanol (20 mL), and water (10 mL) was heated at 75° C. for 1 h, then after cooling filtered through a pad of diatomaceous earth. The filtrate was evaporated and the residue partitioned between ethyl acetate and water, the organic layer was washed with brine, dried (MgSO4), and evaporated to produce (2-amino-4-bromo-phenyl)-methanol (1.53 g, 90%). Off-white ...